Dataset: the Open Reaction Database (ORD), a public repository of structured organic reaction records. Task: describe an organic reaction: reactants, conditions, products, and yield The reactants are COC(C1=C(C=C(C(=C1)[N+](=O)[O-])Cl)NC(CC=1SC=CC1)=O)=O (4-chloro-5-nitro-2-(2-thiophen-2-yl-acetylamino)-benzoic acid methyl ester), C[Si](C)(C)[N-][Si](C)(C)C.[Na+] (sodium bis(trimethylsilyl)amide), solution. The solvent is O1CCCC1 (tetrahydrofuran). Reaction conditions: time 3 hour. The product is ClC1=C(C=C2C(=C(C(NC2=C1)=O)C=1SC=CC1)O)[N+](=O)[O-] (7-chloro-4-hydroxy-6-nitro-3-thiophen-2-yl-1H-quinolin-2-one). Yield: 66.8%. RXN SMILES: CO[C:3](=[O:23])[C:4]1[CH:9]=[C:8]([N+:10]([O-:12])=[O:11])[C:7]([Cl:13])=[CH:6][C:5]=1[NH:14][C:15](=[O:22])[CH2:16][C:17]1[S:18][CH:19]=[CH:20][CH:21]=1.C[Si]([N-][Si](C)(C)C)(C)C.[Na+]>O1CCCC1>[Cl:13][C:7]1[CH:6]=[C:5]2[C:4]([C:3]([OH:23])=[C:16]([C:17]3[S:18][CH:19]=[CH:20][CH:21]=3)[C:15](=[O:22])[NH:14]2)=[CH:9][C:8]=1[N+:10]([O-:12])=[O:11] |f:1.2|. Procedure: To a solution of 4-chloro-5-nitro-2-(2-thiophen-2-yl-acetylamino)-benzoic acid methyl ester (130 mg in 4.0 mL dry tetrahydrofuran) at 0° C. was added dropwise a solution of sodium bis(trimethylsilyl)amide (0.92 mL of a 1.0M solution in tetrahydrofuran) and the mixture warmed to room temperature. After 3 hours, the reaction was quenched by the addition of 6N hydrochloric acid. The slurry was stirred for 10 minutes then filtered and washed with ice cold acetonitrile. The residue was dried in vacuo... Reactants: BrC1=C2C(=C(N(C2=CC=C1)CCCOC1=CC=CC2=CC=CC=C12)C(=O)OC)C=O (methyl 4-bromo-3-formyl-1-(3-(naphthalen-1-yloxy)propyl)-1H-indole-2-carboxylate), C1(=C(C=CC=C1)B(O)O)C (o-tolylboronic acid), F[B-](F)(F)F.C(C)(C)(C)[PH+](C(C)(C)C)C(C)(C)C (tri-t-butyl-phosphonium tetrafluoroborate), [F-].[Cs+] (CsF). Reagents/catalysts: C=1C=CC(=CC1)/C=C/C(=O)/C=C/C2=CC=CC=C2.C=1C=CC(=CC1)/C=C/C(=O)/C=C/C2=CC=CC=C2.C=1C=CC(=CC1)/C=C/C(=O)/C=C/C2=CC=CC=C2.[Pd].[Pd] (tris(dibenzylideneacetone)dipalladium(0)). Solvent: O1CCCC1 (tetrahydrofuran). Run at time 24 hour. Yields the product C(=O)C1=C(N(C2=CC=CC(=C12)C1=C(C=CC=C1)C)CCCOC1=CC=CC2=CC=CC=C12)C(=O)OC (methyl 3-formyl-1-(3-(naphthalen-1-yloxy)propyl)-4-o-tolyl-1H-indole-2-carboxylate). RXN SMILES: Br[C:2]1[CH:10]=[CH:9][CH:8]=[C:7]2[C:3]=1[C:4]([CH:29]=[O:30])=[C:5]([C:25]([O:27][CH3:28])=[O:26])[N:6]2[CH2:11][CH2:12][CH2:13][O:14][C:15]1[C:24]2[C:19](=[CH:20][CH:21]=[CH:22][CH:23]=2)[CH:18]=[CH:17][CH:16]=1.[C:31]1([CH3:40])[CH:36]=[CH:35][CH:34]=[CH:33][C:32]=1B(O)O.F[B-](F)(F)F.C([PH+](C(C)(C)C)C(C)(C)C)(C)(C)C.[F-].[Cs+]>O1CCCC1.C1C=CC(/C=C/C(/C=C/C2C=CC=CC=2)=O)=CC=1.C1C=CC(/C=C/C(/C=C/C2C=CC=CC=2)=O)=CC=1.C1C=CC(/C=C/C(/C=C/C2C=CC=CC=2)=O)=CC=1.[Pd].[Pd]>[CH:29]([C:4]1[C:3]2[C:7](=[CH:8][CH:9]=[CH:10][C:2]=2[C:32]2[CH:33]=[CH:34][CH:35]=[CH:36][C:31]=2[CH3:40])[N:6]([CH2:11][CH2:12][CH2:13][O:14][C:15]2[C:24]3[C:19](=[CH:20][CH:21]=[CH:22][CH:23]=3)[CH:18]=[CH:17][CH:16]=2)[C:5]=1[C:25]([O:27][CH3:28])=[O:26])=[O:30] |f:2.3,4.5,7.8.9.10.11|. Procedure: To a mixture of EXAMPLE 107B (0.5 g) and o-tolylboronic acid (175 mg) in tetrahydrofuran (5 ml) was added tris(dibenzylideneacetone)dipalladium(0) (25 mg), tri-t-butyl-phosphonium tetrafluoroborate (16 mg) and CsF (489 mg). The mixture was purged with Argon and stirred at room temperature for 24 hours. The mixture was diluted with ethyl acetate (200 mL) and washed with water and brine and dried over Na2SO4. After filtration, concentration of the solvent and column purification (5% ethyl acetate ...